Dataset: the Open Reaction Database (ORD), a public repository of structured organic reaction records. Task: describe an organic reaction: reactants, conditions, products, and yield Starting materials: ClCC1CNCCC1 (3-chloromethylpiperidine), ClCC1CNCCC1 (3-chloromethylpiperidine), C(CBr)Br (ethylene dibromide), [Mg] (magnesium), CN1CC(CCC1)CCl (1-methyl-3-chloromethylpiperidine). Run in O1CCCC1 (tetrahydrofuran), O1CCCC1 (tetrahydrofuran), O1CCCC1 (tetrahydrofuran). Yields the product CN1CC(CCC1)C[Mg]Cl (1-methyl-3-piperidylmethylmagnesium chloride). RXN SMILES: [Mg:1].[CH3:2][N:3]1[CH2:8][CH2:7][CH2:6][CH:5]([CH2:9]Cl)[CH2:4]1.C(Br)CBr.[Cl:15]CC1CCCNC1>O1CCCC1>[CH3:2][N:3]1[CH2:8][CH2:7][CH2:6][CH:5]([CH2:9][Mg:1][Cl:15])[CH2:4]1. Procedure details: To 12.9 g of magnesium turnings of 50 ml of tetrahydrofuran, under nitrogen, was added several ml of a solution of 71.4 g of 1-methyl-3-chloromethylpiperidine in about 50 ml of tetrahydrofuran. Reaction was initiated by adding about 0.6 ml of ethylene dibromide. The remaining 3-chloromethylpiperidine solution then was added at a rate sufficient to maintain the reaction mixture at reflux temperature, with the concomitant addition of about 100 ml of tetrahdrofuran. When the addition of the 3-chlor... Starting materials: FC(C(C)(O)C1=CC=C(C=C1)N1CCN(CC1)C(=O)OC(C)(C)C)(F)F (tert-butyl 4-(4-(2,2,2-trifluoro-1-hydroxy-1-methylethyl)phenyl)-1-piperazinecarboxylate), BrBr (bromine). Solvent: CCO (EtOH). Conditions: time 15 minute. The product is BrC1=C(C=CC(=C1)C(C(F)(F)F)(C)O)N1CCN(CC1)C(=O)OC(C)(C)C (tert-butyl 4-(2-bromo-4-(2,2,2-trifluoro-1-hydroxy-1-methylethyl)phenyl)-1-piperazinecarboxylate). The yield is 62.3%. As a reaction SMILES: [F:1][C:2]([F:26])([F:25])[C:3]([C:6]1[CH:11]=[CH:10][C:9]([N:12]2[CH2:17][CH2:16][N:15]([C:18]([O:20][C:21]([CH3:24])([CH3:23])[CH3:22])=[O:19])[CH2:14][CH2:13]2)=[CH:8][CH:7]=1)([OH:5])[CH3:4].[Br:27]Br>CCO>[Br:27][C:8]1[CH:7]=[C:6]([C:3]([OH:5])([CH3:4])[C:2]([F:1])([F:25])[F:26])[CH:11]=[CH:10][C:9]=1[N:12]1[CH2:13][CH2:14][N:15]([C:18]([O:20][C:21]([CH3:22])([CH3:24])[CH3:23])=[O:19])[CH2:16][CH2:17]1. Reported procedure: A 500 mL round-bottomed flask was charged with tert-butyl 4-(4-(2,2,2-trifluoro-1-hydroxy-1-methylethyl)phenyl)-1-piperazinecarboxylate (8.61 g, 23.0 mmol) and 100 mL of EtOH. To this was added bromine (1.30 mL, 25.3 mmol). After 15 min, the reaction was concentrated and purified via column chromatography (120 g of silica, 0 to 40% EtOAc in hexanes) to give tert-butyl 4-(2-bromo-4-(2,2,2-trifluoro-1-hydroxy-1-methylethyl)phenyl)-1-piperazinecarboxylate (6.50 g) as a tan foam.